Dataset: the Open Reaction Database (ORD), a public repository of structured organic reaction records. Task: describe an organic reaction: reactants, conditions, products, and yield Reactants: ClC=1C=C(C2=C(C=C(O2)C2=CC=C(C=C2)OC)C1)Cl (5,7-Dichloro-2-(4-methoxy-phenyl)-benzofuran), Cl.N1=CC=CC=C1 (Pyridine HCl). The solvent is O (water). Reaction conditions: temperature 200 celsius. The product is ClC=1C=C(C2=C(C=C(O2)C2=CC=C(C=C2)O)C1)Cl (4-(5,7-Dichloro-benzofuran-2-yl)-phenol). The yield is 74.6%. RXN SMILES: [Cl:1][C:2]1[CH:3]=[C:4]([Cl:19])[C:5]2[O:9][C:8]([C:10]3[CH:15]=[CH:14][C:13]([O:16]C)=[CH:12][CH:11]=3)=[CH:7][C:6]=2[CH:18]=1.Cl.N1C=CC=CC=1>O>[Cl:1][C:2]1[CH:3]=[C:4]([Cl:19])[C:5]2[O:9][C:8]([C:10]3[CH:11]=[CH:12][C:13]([OH:16])=[CH:14][CH:15]=3)=[CH:7][C:6]=2[CH:18]=1 |f:1.2|. Procedure: A mixture of 85 (0.7 g, 2.4 mmol) and Pyridine HCl (10 g) was heated to 200° C. After 1 Hr, the reaction was cooled and diluted with water. The aqueous layer was extracted with EtOAc, dried and concentrated to give a solid which was triturated with MeOH, filtered to give a solid (0.5 g, 75%): Mp=184-186° C.; 1H NMR (DMSO-d6) δ 10.04 (s, 1 H), 7.77 (d, 2 H, J=8.3 Hz), 7.67 (t, 1 H, J=0.8 Hz), 7.48-7.46 (m, 1 H), 7.26 (s, 1 H), 6.90 (d, 2H, J=8.2 Hz); MS 277/279 [M−H]− Reactants: FC=1C(=C2C(=NC1)N(C=C2)COCC[Si](C)(C)C)C=2C=NNC2 (5-fluoro-4-(1H-pyrazol-4-yl)-1-{[2-(trimethylsilyl)ethoxy]methyl}-1H-pyrrolo[2,3-b]pyridine), C(#N)C=C1CN(C1)C(=O)OC(C)(C)C (tert-butyl 3-(cyanomethylene)azetidine-1-carboxylate), N12CCCCCC2=NCCC1 (1,8-diazabicyclo[5.4.0]undec-7-ene). Solvent: C(C)#N (acetonitrile). Conditions: time 8 hour. Yields the product C(#N)CC1(CN(C1)C(=O)OC(C)(C)C)N1N=CC(=C1)C1=C2C(=NC=C1F)N(C=C2)COCC[Si](C)(C)C (tert-butyl 3-(cyanomethyl)-3-[4-(5-fluoro-1-{[2-(trimethylsilyl)ethoxy]methyl}-1H-pyrrolo[2,3-b]pyridin-4-yl)-1H-pyrazol-1-yl]azetidine-1-carboxylate). Yield: 96.2%. Reaction SMILES: [F:1][C:2]1[C:3]([C:19]2[CH:20]=[N:21][NH:22][CH:23]=2)=[C:4]2[CH:10]=[CH:9][N:8]([CH2:11][O:12][CH2:13][CH2:14][Si:15]([CH3:18])([CH3:17])[CH3:16])[C:5]2=[N:6][CH:7]=1.[C:24]([CH:26]=[C:27]1[CH2:30][N:29]([C:31]([O:33][C:34]([CH3:37])([CH3:36])[CH3:35])=[O:32])[CH2:28]1)#[N:25].N12CCCN=C1CCCCC2>C(#N)C>[C:24]([CH2:26][C:27]1([N:22]2[CH:23]=[C:19]([C:3]3[C:2]([F:1])=[CH:7][N:6]=[C:5]4[N:8]([CH2:11][O:12][CH2:13][CH2:14][Si:15]([CH3:18])([CH3:17])[CH3:16])[CH:9]=[CH:10][C:4]=34)[CH:20]=[N:21]2)[CH2:30][N:29]([C:31]([O:33][C:34]([CH3:37])([CH3:36])[CH3:35])=[O:32])[CH2:28]1)#[N:25]. Reported procedure: To a solution of 5-fluoro-4-(1H-pyrazol-4-yl)-1-{[2-(trimethylsilyl)ethoxy]methyl}-1H-pyrrolo[2,3-b]pyridine (2.00 g, 6.02 mmol) and tert-butyl 3-(cyanomethylene)azetidine-1-carboxylate (1.168 g, 6.02 mmol) in acetonitrile (20 mL) was added 1,8-diazabicyclo[5.4.0]undec-7-ene (0.8996 mL, 6.02 mmol). The mixture was stirred at room temperature overnight and concentrated. The residue was purified by silica gel chromatography (0-80% EtOAc/hexanes) to give 3.05 g (96.3%) of tert-butyl 3-(cyanomethyl)...